The task is: describe an organic reaction: reactants, conditions, products, and yield. This data is from the Open Reaction Database (ORD), a public repository of structured organic reaction records. Starting materials: ClC1=CC(=C(C=C1)N(C(C)=O)[C@@H]1C[C@@H](N(C2=CC=CC=C12)C(C1=CC=C(C=C1)OC)=O)C)F (N-(4-chloro-2-fluorophenyl)-N-[(2S,4R)-1-(4-methoxybenzoyl)-2-methyl-1,2,3,4-tetrahydroquinolin-4-yl]acetamide), FC1=CC=C(C(=O)Cl)C=C1 (4-fluorobenzoyl chloride), amine-aryl. Product: COC1=CC=C(C(=O)N2[C@H](C[C@H](C3=CC=CC=C23)N)C)C=C1 ((2S,4R)-1-(4-methoxybenzoyl)-2-methyl-1,2,3,4-tetrahydroquinolin-4-amine). As a reaction SMILES: ClC1C=CC([N:8]([C@H:12]2[C:21]3[C:16](=[CH:17][CH:18]=[CH:19][CH:20]=3)[N:15]([C:22](=[O:31])[C:23]3[CH:28]=[CH:27][C:26]([O:29][CH3:30])=[CH:25][CH:24]=3)[C@@H:14]([CH3:32])[CH2:13]2)C(=O)C)=C(F)C=1.FC1C=CC(C(Cl)=O)=CC=1>>[CH3:30][O:29][C:26]1[CH:25]=[CH:24][C:23]([C:22]([N:15]2[C:16]3[C:21](=[CH:20][CH:19]=[CH:18][CH:17]=3)[C@H:12]([NH2:8])[CH2:13][C@@H:14]2[CH3:32])=[O:31])=[CH:28][CH:27]=1. Procedure details: N-(4-chloro-2-fluorophenyl)-N-[(2S,4R)-1-(4-methoxybenzoyl)-2-methyl-1,2,3,4-tetrahydroquinolin-4-yl]acetamide was made following general procedure G, substituting 4-methoxybenzoyl chloride for 4-fluorobenzoyl chloride. The amine-aryl coupling was performed differently to what is described in procedure G. Therefore (2S,4R)-1-(4-methoxybenzoyl)-2-methyl-1,2,3,4-tetrahydroquinolin-4-amine (obtained from the hydrogenation step, 200 mg, 0.6 mmol, 1 equ.) was dissolved in ethylene glycol dimethyl eth...